This data is from the Open Reaction Database (ORD), a public repository of structured organic reaction records. The task is: describe an organic reaction: reactants, conditions, products, and yield Starting materials: OC=1C=C(C(=O)O)C=CC1O (3,4-dihydroxy benzoic acid), Cl (hydrochloric acid), CO (methanol). The product is COC(C1=CC(=C(C=C1)O)O)=O (3,4-dihydroxybenzoic acid methyl ester). The yield is 86.5%. Reaction SMILES: [OH:1][C:2]1[CH:3]=[C:4]([CH:8]=[CH:9][C:10]=1[OH:11])[C:5]([OH:7])=[O:6].Cl.[CH3:13]O>>[CH3:13][O:6][C:5](=[O:7])[C:4]1[CH:8]=[CH:9][C:10]([OH:11])=[C:2]([OH:1])[CH:3]=1. Procedure: A solution of 3,4-dihydroxy benzoic acid (2.8 g) in methanol (150 ml) was refluxed in presence of concentrated hydrochloric acid (0.5 ml) for 12 hrs. After concentrating under reduced pressure, the residue was dissolved in ethyl acetate (150 ml) and washed with water (50 ml) 10% sodium bicarbonate solution (50 ml), brine solution (50 ml) and dried over anhydrous magnesium sulfate. Removal of the solvent under reduced pressure provided 2.64 g of 3,4-dihydroxybenzoic acid methyl ester. (Yield 86.5... Reactants: [Br-], [Br-], COc1ccccc1COCCCOc1ccc(C2C(COCC(O)CO)CN(C(=O)OC(C)(C)C)CC2OCc2ccc3ccccc3c2)cc1, ClCCl, [Zn+2]. Yields the product COc1ccccc1COCCCOc1ccc(C2C(COCC(O)CO)CNCC2OCc2ccc3ccccc3c2)cc1. As a reaction SMILES: [Br-:56].[Br-:58].[C:1]([O:2][C:3](=[O:4])[N:8]1[CH2:9][CH:10]([CH2:46][O:47][CH2:48][CH:49]([CH2:50][OH:51])[OH:52])[CH:11]([c:26]2[cH:27][cH:28][c:29]([O:32][CH2:33][CH2:34][CH2:35][O:36][CH2:37][c:38]3[c:39]([O:44][CH3:45])[cH:40][cH:41][cH:42][cH:43]3)[cH:30][cH:31]2)[CH:12]([O:14][CH2:15][c:16]2[cH:17][c:18]3[cH:19][cH:20][cH:21][cH:22][c:23]3[cH:24][cH:25]2)[CH2:13]1)([CH3:5])([CH3:6])[CH3:7].[Cl:53][CH2:54][Cl:55].[Zn+2:57]>>[NH:8]1[CH2:9][CH:10]([CH2:46][O:47][CH2:48][CH:49]([CH2:50][OH:51])[OH:52])[CH:11]([c:26]2[cH:27][cH:28][c:29]([O:32][CH2:33][CH2:34][CH2:35][O:36][CH2:37][c:38]3[c:39]([O:44][CH3:45])[cH:40][cH:41][cH:42][cH:43]3)[cH:30][cH:31]2)[CH:12]([O:14][CH2:15][c:16]2[cH:17][c:18]3[cH:19][cH:20][cH:21][cH:22][c:23]3[cH:24][cH:25]2)[CH2:13]1. Procedure details: A solution of 70 ml. 40% nitric acid and 10 ml. concentrated sulphuric acid is added dropwise at 10° C. in the course of 1 hour to 24 g. (0.2 mole) 2-hydroxybenzonitrile in 20 ml. water. The reaction mixture is subsequently stirred for 24 hours at 20° C. and then shaken out with 100 ml. ethyl acetate. After evaporation of the organic solvent, the solid residue obtained is extracted twice with 500 ml. amounts of boiling n-hexane. Purification takes place by means of column chromatography on silic... Product: OC1=C(C#N)C=C(C=C1)[N+](=O)[O-] (2-Hydroxy-5-nitrobenzonitrile). Run in C(C)(=O)OCC (ethyl acetate). RXN SMILES: [N+:1]([O-:4])(O)=[O:2].S(=O)(=O)(O)O.[OH:10][C:11]1[CH:18]=[CH:17][CH:16]=[CH:15][C:12]=1[C:13]#[N:14].O>C(OCC)(=O)C>[OH:10][C:11]1[CH:18]=[CH:17][C:16]([N+:1]([O-:4])=[O:2])=[CH:15][C:12]=1[C:13]#[N:14]. Starting materials: [N+](=O)(O)[O-] (nitric acid), O (water), S(O)(O)(=O)=O (sulphuric acid), OC1=C(C#N)C=CC=C1 (2-hydroxybenzonitrile). Conditions: temperature 20 celsius, time 24 hour.